describe an organic reaction: reactants, conditions, products, and yield From a dataset of the Open Reaction Database (ORD), a public repository of structured organic reaction records. Procedure details: Prepared as described in Example 9, starting from (cyclopenta[b]thien-5-yl)carboxylic acid (Preparation 8) and 4-(2,3-dihydro-5-methoxybenzofuran-6-yl)piperazine. The fumarate of the title compound melts at 186°-190° C. (ethanol). The product is S1C=2C(=CC1)C=C(C2)CN2CCN(CC2)C2=CC1=C(CCO1)C=C2OC (1-[(Cyclopenta[b]thien-5-yl)methyl]-4-(2,3dihydro-5-methoxybenzofuran-6-yl)piperazine). The reactants are S1C=2C(=CC1)C=C(C2)C(=O)O ((cyclopenta[b]thien-5-yl)carboxylic acid), COC=1C(=CC2=C(CCO2)C1)N1CCNCC1 (4-(2,3-dihydro-5-methoxybenzofuran-6-yl)piperazine), C(\C=C\C(=O)[O-])(=O)[O-] (fumarate). Reaction SMILES: [S:1]1[CH2:5][CH:4]=[C:3]2[CH:6]=[C:7]([C:9](O)=O)[CH:8]=[C:2]12.[CH3:12][O:13][C:14]1[C:15]([N:23]2[CH2:28][CH2:27][NH:26][CH2:25][CH2:24]2)=[CH:16][C:17]2[O:21][CH2:20][CH2:19][C:18]=2[CH:22]=1.C([O-])(=O)/C=C/C([O-])=O>>[S:1]1[CH2:5][CH:4]=[C:3]2[CH:6]=[C:7]([CH2:9][N:26]3[CH2:27][CH2:28][N:23]([C:15]4[C:14]([O:13][CH3:12])=[CH:22][C:18]5[CH2:19][CH2:20][O:21][C:17]=5[CH:16]=4)[CH2:24][CH2:25]3)[CH:8]=[C:2]12. Starting materials: [N+](=O)([O-])C1=CC=C(C=C1)NN1C=NN=C1 (4-(4-nitrophenyl)amino-4H-1,2,4-triazole), BrC=1SC(=CN1)CBr (2-bromo-5-(bromomethyl)thiazole). Product: BrC=1SC(=CN1)CN(C1=CC=C(C=C1)[N+](=O)[O-])N1C=NN=C1 (4-[N-[(2-bromothiazol-5-yl)methyl]-N-(4-nitrophenyl)amino]-4H-1,2,4-triazol). As a reaction SMILES: [N+:1]([C:4]1[CH:9]=[CH:8][C:7]([NH:10][N:11]2[CH:15]=[N:14][N:13]=[CH:12]2)=[CH:6][CH:5]=1)([O-:3])=[O:2].[Br:16][C:17]1[S:18][C:19]([CH2:22]Br)=[CH:20][N:21]=1>>[Br:16][C:17]1[S:18][C:19]([CH2:22][N:10]([N:11]2[CH:15]=[N:14][N:13]=[CH:12]2)[C:7]2[CH:6]=[CH:5][C:4]([N+:1]([O-:3])=[O:2])=[CH:9][CH:8]=2)=[CH:20][N:21]=1. Reported procedure: Starting Compounds: 4-(4-nitrophenyl)amino-4H-1,2,4-triazole and 2-bromo-5-(bromomethyl)thiazole Reactants: IN1C(CCC1=O)=O (N-iodosuccinimide), formula 40, [H][H] (hydrogen), ClC=1C=CC(=C(C(=O)O)C1)O (5-chloro-2-hydroxy benzoic acid), IN1C(CCC1=O)=O (N-iodosuccinimide). Run in C(C)(=O)O (acetic acid). Run at time 1 hour. Product: ClC=1C=C(C(=C(C(=O)O)C1)O)I (5-Chloro-2-hydroxy-3-iodo-benzoic acid), solid. Yield: 71.0%. RXN SMILES: [H][H].[Cl:3][C:4]1[CH:5]=[CH:6][C:7]([OH:13])=[C:8]([CH:12]=1)[C:9]([OH:11])=[O:10].[I:14]N1C(=O)CCC1=O>C(O)(=O)C>[Cl:3][C:4]1[CH:5]=[C:6]([I:14])[C:7]([OH:13])=[C:8]([CH:12]=1)[C:9]([OH:11])=[O:10]. Reported procedure: For example, a mixture of a compound of formula 40 wherein R3 and R4 are hydrogen and R5 is chloro, i.e., 5-chloro-2-hydroxy benzoic acid, (5.0 g, 29 mmol) and N-iodosuccinimide (7.17 g, 32 mmol) in acetic acid (30 mL) was heated to 95° C. for 2 h. Additional N-iodosuccinimide (0.70 g, 3.1 mmol) was added and heating was continued for 1 h. The mixture was cooled and poured over ice. The precipitate was isolated by filtration and the crude material was purified by recrystallization from methanol/... The reactants are ( 19 ), N[C@@H](CC1=CC=CC=C1)C(=O)O (Phe), ( 16 ), N[C@@H](CC(C)C)C(=O)O (Leu), ( 39 ). Yields the product N[C@@H]([C@@H](C)CC)C(=O)O (Ile). As a reaction SMILES: [NH2:1][C@H:2]([C:7]([OH:9])=[O:8])[CH2:3][CH:4]([CH3:6])C.N[C@H:11](C(O)=O)CC1C=CC=CC=1>>[NH2:1][C@H:2]([C:7]([OH:9])=[O:8])[C@H:3]([CH2:4][CH3:6])[CH3:11]. Procedure: 17.1 (19); Leu. 40.6 (39); Phe. 16.6 (16); Starting materials: C1C=CC2C1C3CC2C=C3 (dicyclopentadiene). Run in C1(=CC=CC=C1)C (toluene). Yields the product C=C.C1C=CC2C1C3CC2C=C3 (ethylene dicyclopentadiene). RXN SMILES: [CH2:1]1[CH:5]2[CH:6]3[CH:10]=[CH:9][CH:8]([CH:4]2[CH:3]=[CH:2]1)[CH2:7]3>C1(C)C=CC=CC=1>[CH2:1]=[CH2:2].[CH2:1]1[CH:5]2[CH:6]3[CH:10]=[CH:9][CH:8]([CH:4]2[CH:3]=[CH:2]1)[CH2:7]3 |f:2.3|. Procedure details: A copolymerization reaction was carried out in the same manner as in Example 1 except that in Example 1, the charge of toluene as the solvent was changed to 40 ml, and the charge of dicyclopentadiene was changed to 40 g (300 mmol). Post-treatment was carried out in the same manner as in Example 1, to obtain 4.24 g of an ethylene/dicyclopentadiene copolymer. The catalytic activity was 46.5 kg polymer/g-Zr, and the content of the dicyclopentadiene component in the copolymer was as high as 52.7 mol...